Dataset: the Open Reaction Database (ORD), a public repository of structured organic reaction records. Task: describe an organic reaction: reactants, conditions, products, and yield The reactants are ester, C(CCC)C1=C(CCC2=CC(=CC=C12)OC)/C=C/C(=O)O ((E)-3-(1-butyl-3,4-dihydro-6-methoxy-2-naphthalenyl)-2-propenoic acid), [N+](=O)([O-])C1=CC=C(C=C1)O (4-nitrophenol), C1(CCCCC1)N=C=NC1CCCCC1 (1,3-dicyclohexylcarbodiimide). Solvent: ClCCl (dichloromethane). Yields the product [N+](=O)([O-])C1=CC=C(C=C1)OC(\C=C\C1=C(C2=CC=C(C=C2CC1)OC)CCCC)=O ((E)-3-(1-butyl-3,4-dihydro-6-methoxy-2-naphthalenyl)-2-propenoic acid 4-nitrophenyl ester). Reaction SMILES: [CH2:1]([C:5]1[C:14]2[C:9](=[CH:10][C:11]([O:15][CH3:16])=[CH:12][CH:13]=2)[CH2:8][CH2:7][C:6]=1/[CH:17]=[CH:18]/[C:19]([OH:21])=[O:20])[CH2:2][CH2:3][CH3:4].[N+:22]([C:25]1[CH:30]=[CH:29][C:28](O)=[CH:27][CH:26]=1)([O-:24])=[O:23].C1(N=C=NC2CCCCC2)CCCCC1>ClCCl>[N+:22]([C:25]1[CH:30]=[CH:29][C:28]([O:20][C:19](=[O:21])/[CH:18]=[CH:17]/[C:6]2[CH2:7][CH2:8][C:9]3[C:14](=[CH:13][CH:12]=[C:11]([O:15][CH3:16])[CH:10]=3)[C:5]=2[CH2:1][CH2:2][CH2:3][CH3:4])=[CH:27][CH:26]=1)([O-:24])=[O:23]. Procedure details: As in Example 113, (E)-3-(1-butyl-3,4-dihydro-6-methoxy-2-naphthalenyl)-2-propenoic acid (1.8 g) was reacted with 4-nitrophenol (0.97 g) in dichloromethane (30 mL) in the presence of 1,3-dicyclohexylcarbodiimide (1.3 g) overnight at room temperature. The normal work up yielded 1.5 g of crude ester. Crystallization from diethyl ether-2-propanol furnished (E)-3-(1-butyl-3,4-dihydro-6-methoxy-2-naphthalenyl)-2-propenoic acid 4-nitrophenyl ester, mp 94°-95° C. Anal. Calcd for C24H25NO5 : C, 70.74; H... The reactants are CNS(=O)(=O)c1ccc(Br)cc1, CC(C)(C)OC(=O)N1CCC(C=O)CC1, C1CCOC1, [Li]C, [Li]CCCC, CN(C)CCN(C)C. The product is CNS(=O)(=O)c1ccc(C(O)C2CCN(C(=O)OC(C)(C)C)CC2)cc1. RXN SMILES: [Br:1][c:2]1[cH:3][cH:4][c:5]([S:8](=[O:9])(=[O:10])[NH:11][CH3:12])[cH:6][cH:7]1.[C:28]([CH3:29])([CH3:30])([CH3:31])[O:32][C:33](=[O:34])[N:35]1[CH2:36][CH2:37][CH:38]([CH:41]=[O:42])[CH2:39][CH2:40]1.[CH2:43]1[O:44][CH2:45][CH2:46][CH2:47]1.[CH3:13][Li:14].[CH3:15][CH2:16][CH2:17][CH2:18][Li:19].[CH3:20][N:21]([CH3:22])[CH2:23][CH2:24][N:25]([CH3:26])[CH3:27]>>[c:2]1([CH:41]([CH:38]2[CH2:37][CH2:36][N:35]([C:33]([O:32][C:28]([CH3:29])([CH3:30])[CH3:31])=[O:34])[CH2:40][CH2:39]2)[OH:42])[cH:3][cH:4][c:5]([S:8](=[O:9])(=[O:10])[NH:11][CH3:12])[cH:6][cH:7]1.